Dataset: the Open Reaction Database (ORD), a public repository of structured organic reaction records. Task: describe an organic reaction: reactants, conditions, products, and yield The reactants are CCOCC, Clc1nc(Cl)c2[nH]cnc2n1, [H-], CC(C)I, [Na+], CN(C)C=O. Product: CC(C)n1cnc2c(Cl)nc(Cl)nc21. As a reaction SMILES: [CH3:18][CH2:19][O:20][CH2:21][CH3:22].[Cl:1][c:2]1[n:3][c:4]([Cl:11])[c:5]2[nH:6][cH:7][n:8][c:9]2[n:10]1.[H-:12].[I:14][CH:15]([CH3:16])[CH3:17].[Na+:13].[O:23]=[CH:24][N:25]([CH3:26])[CH3:27]>>[Cl:1][c:2]1[n:3][c:4]([Cl:11])[c:5]2[n:6][cH:7][n:8]([CH:15]([CH3:16])[CH3:17])[c:9]2[n:10]1.